From a dataset of the Open Reaction Database (ORD), a public repository of structured organic reaction records. describe an organic reaction: reactants, conditions, products, and yield Starting materials: [H-].[Na+] (sodium hydride), ClC1=CC(=C(C#N)C=C1)C1=CC(NC=C1OC)=O (4-chloro-2-(5-methoxy-2-oxo-1,2-dihydropyridin-4-yl)benzonitrile), CC(CC(C(=O)OCC1=CC=CC=C1)OS(=O)(=O)C(F)(F)F)(C)C (benzyl 4,4-dimethyl-2-{[(trifluoromethyl)sulphonyl]oxy}pentanoate). Solvent: C1CCOC1 (THF), C1CCOC1 (THF). Reaction conditions: time 1 hour. Product: ClC=1C=CC(=C(C1)C1=CC(N(C=C1OC)C(C(=O)OCC1=CC=CC=C1)CC(C)(C)C)=O)C#N (Benzyl 2-[4-(5-chloro-2-cyanophenyl)-5-methoxy-2-oxopyridin-1(2H)-yl]-4,4-dimethylpentanoate). Reaction SMILES: [H-].[Na+].[Cl:3][C:4]1[CH:11]=[CH:10][C:7]([C:8]#[N:9])=[C:6]([C:12]2[C:17]([O:18][CH3:19])=[CH:16][NH:15][C:14](=[O:20])[CH:13]=2)[CH:5]=1.[CH3:21][C:22]([CH3:44])([CH3:43])[CH2:23][CH:24](OS(C(F)(F)F)(=O)=O)[C:25]([O:27][CH2:28][C:29]1[CH:34]=[CH:33][CH:32]=[CH:31][CH:30]=1)=[O:26]>C1COCC1>[Cl:3][C:4]1[CH:11]=[CH:10][C:7]([C:8]#[N:9])=[C:6]([C:12]2[C:17]([O:18][CH3:19])=[CH:16][N:15]([CH:24]([CH2:23][C:22]([CH3:44])([CH3:43])[CH3:21])[C:25]([O:27][CH2:28][C:29]3[CH:34]=[CH:33][CH:32]=[CH:31][CH:30]=3)=[O:26])[C:14](=[O:20])[CH:13]=2)[CH:5]=1 |f:0.1|. Reported procedure: A little at a time, 41.8 mg (1.04 mmol) of sodium hydride (60% in mineral oil) were added to a suspension of 261 mg (purity 87%, 870 μmol) of 4-chloro-2-(5-methoxy-2-oxo-1,2-dihydropyridin-4-yl)benzonitrile in 10 ml of THF, and the mixture was stirred at RT for another 1 h. 481 mg (1.31 mmol) of benzyl 4,4-dimethyl-2-{[(trifluoromethyl)sulphonyl]oxy}pentanoate (racemate) as a solution in 3 ml of THF were quickly added dropwise to the resulting reaction solution, and after the addition had ended ... Starting materials: C(C)(C)(C)OC(=O)[C@H]1NC(SC1)C1=C(C=CC=C1)F (tert-butyl-(2RS,4R)-2-(2-fluorophenyl)-4-thiazolidinecarboxylate), [K+].[Br-] (KBr), CC=1C=C(C=CC1)NC(NCC(=O)O)=O (2-[3-(3-methylphenyl)ureido]acetic acid), C1(CCCCC1)N=C=NC1CCCCC1 (N,N'-dicyclohexylcarbodiimide). Solvent: CCCCCCC (heptane), CN(C)C=O (DMF). Product: CC=1C=C(C=CC1)NC(NCC(=O)N1[C@H](SC[C@H]1C(=O)OC(C)(C)C)C1=C(C=CC=C1)F)=O (tert-butyl (2R,4R)-3-{2-[3-(3-methylphenyl)ureido]acetyl}-2-(2-fluorophenyl)-4-thiazolidinecarboxylate). Yield: 20.1%. As a reaction SMILES: [C:1]([O:5][C:6]([C@@H:8]1[CH2:12][S:11][CH:10]([C:13]2[CH:18]=[CH:17][CH:16]=[CH:15][C:14]=2[F:19])[NH:9]1)=[O:7])([CH3:4])([CH3:3])[CH3:2].[CH3:20][C:21]1[CH:22]=[C:23]([NH:27][C:28](=[O:34])[NH:29][CH2:30][C:31](O)=[O:32])[CH:24]=[CH:25][CH:26]=1.C1(N=C=NC2CCCCC2)CCCCC1.[K+].[Br-]>CCCCCCC.CN(C=O)C>[CH3:20][C:21]1[CH:22]=[C:23]([NH:27][C:28](=[O:34])[NH:29][CH2:30][C:31]([N:9]2[C@H:8]([C:6]([O:5][C:1]([CH3:4])([CH3:2])[CH3:3])=[O:7])[CH2:12][S:11][C@@H:10]2[C:13]2[CH:18]=[CH:17][CH:16]=[CH:15][C:14]=2[F:19])=[O:32])[CH:24]=[CH:25][CH:26]=1 |f:3.4|. Procedure: The operation is carried out in a fashion similar to that described in Example 33, but starting from 3.5 g of tert-butyl-(2RS,4R)-2-(2-fluorophenyl)-4-thiazolidinecarboxylate, 2.3 g of 2-[3-(3-methylphenyl)ureido]acetic acid and 2.3 g of N,N'-dicyclohexylcarbodiimide. After vigorous stirring in heptane, 1.05 g of tert-butyl (2R,4R)-3-{2-[3-(3-methylphenyl)ureido]acetyl}-2-(2-fluorophenyl)-4-thiazolidinecarboxylate are thus obtained in the form of a white solid, melting at 107° C. ([α]D20 =+61.8°...